describe an organic reaction: reactants, conditions, products, and yield From a dataset of the Open Reaction Database (ORD), a public repository of structured organic reaction records. The reactants are COC(=O)C1CC(OS(=O)(=O)c2ccc(Br)cc2)CN1C(=O)OC(C)(C)C, CCOc1cc(O)c2cc(Br)c(OC)cc2n1, O=C([O-])[O-], CN1CCCC1=O, [Cs+], [Cs+], O. Yields the product CCOc1cc(OC2CC(C(=O)OC)N(C(=O)OC(C)(C)C)C2)c2cc(Br)c(OC)cc2n1. RXN SMILES: [Br:1][c:2]1[cH:3][cH:4][c:5]([S:6](=[O:7])(=[O:8])[O:11][CH:12]2[CH2:13][CH:14]([C:24](=[O:25])[O:26][CH3:27])[N:15]([C:17](=[O:18])[O:19][C:20]([CH3:21])([CH3:22])[CH3:23])[CH2:16]2)[cH:9][cH:10]1.[Br:28][c:29]1[cH:30][c:31]2[c:32]([OH:44])[cH:33][c:34]([O:41][CH2:42][CH3:43])[n:35][c:36]2[cH:37][c:38]1[O:39][CH3:40].[C:45](=[O:46])([O-:47])[O-:48].[CH3:51][N:52]1[CH2:53][CH2:54][CH2:55][C:56]1=[O:57].[Cs+:49].[Cs+:50].[OH2:58]>>[O:11]([CH:12]1[CH2:13][CH:14]([C:24](=[O:25])[O:26][CH3:27])[N:15]([C:17](=[O:18])[O:19][C:20]([CH3:21])([CH3:22])[CH3:23])[CH2:16]1)[c:32]1[c:31]2[cH:30][c:29]([Br:28])[c:38]([O:39][CH3:40])[cH:37][c:36]2[n:35][c:34]([O:41][CH2:42][CH3:43])[cH:33]1. The reactants are BrC=1C=C2C=C(C(=NC2=CC1)Cl)CCl (6-bromo-2-chloro-3-(chloromethyl)quinoline), C1(=CC=CC=C1)P(C1=CC=CC=C1)C1=CC=CC=C1 (triphenylphosphine). Solvent: C1(=CC=CC=C1)C (toluene). The product is [Cl-].BrC=1C=C2C=C(C(=NC2=CC1)Cl)C[P+](C1=CC=CC=C1)(C1=CC=CC=C1)C1=CC=CC=C1 (((6-bromo-2-chloroquinolin-3-yl)methyl)triphenylphosphonium chloride). Reaction SMILES: [Br:1][C:2]1[CH:3]=[C:4]2[C:9](=[CH:10][CH:11]=1)[N:8]=[C:7]([Cl:12])[C:6]([CH2:13]Cl)=[CH:5]2.[C:15]1([P:21]([C:28]2[CH:33]=[CH:32][CH:31]=[CH:30][CH:29]=2)[C:22]2[CH:27]=[CH:26][CH:25]=[CH:24][CH:23]=2)[CH:20]=[CH:19][CH:18]=[CH:17][CH:16]=1>C1(C)C=CC=CC=1>[Cl-:12].[Br:1][C:2]1[CH:3]=[C:4]2[C:9](=[CH:10][CH:11]=1)[N:8]=[C:7]([Cl:12])[C:6]([CH2:13][P+:21]([C:22]1[CH:23]=[CH:24][CH:25]=[CH:26][CH:27]=1)([C:28]1[CH:33]=[CH:32][CH:31]=[CH:30][CH:29]=1)[C:15]1[CH:16]=[CH:17][CH:18]=[CH:19][CH:20]=1)=[CH:5]2 |f:3.4|. Procedure details: To a suspension of 5-bromo-3-formylpyridine (1.25 g, 6.72 mmol) in EtOH/H2O (6/1, 17.8 mL) was added cyclohexenylboronic acid (1.02 g, 8.06 mmol) and potassium acetate (1.65 g, 16.8 mmol). The solution was degassed three times and dichlorobis(4-(di-tert-butylphosphino)-N,N-dimethylaniline)palladium (II) (0.084 g, 0.13 mmol) was added. The reaction was stirred at 80° C. for 18 h, and cooled to RT. The reaction mixture was concentrated, then triturated in EtOH and filtered. The filtrate was dilute... Reactants: FC(C1=CC(=CC=C1)C1=NSC=C1C(=O)Cl)(F)F (3-(α,α,α-trifluoro-m-tolyl)-4-isothiazolecarbonyl chloride), CO (methanol). The product is FC(C1=CC(=CC=C1)C1=NSC=C1C(=O)OC)(F)F (Methyl 3-(α,α,α-Trifluoro-m-Tolyl)-4-Isothiazolecarboxylate). Reaction SMILES: [F:1][C:2]([F:18])([F:17])[C:3]1[CH:8]=[CH:7][CH:6]=[C:5]([C:9]2[C:13]([C:14](Cl)=[O:15])=[CH:12][S:11][N:10]=2)[CH:4]=1.[CH3:19][OH:20]>>[F:1][C:2]([F:18])([F:17])[C:3]1[CH:8]=[CH:7][CH:6]=[C:5]([C:9]2[C:13]([C:14]([O:20][CH3:19])=[O:15])=[CH:12][S:11][N:10]=2)[CH:4]=1. Procedure details: A solution of 2.92 g (0.010 mol) of 3-(α,α,α-trifluoro-m-tolyl)-4-isothiazolecarbonyl chloride prepared as in Example 29 and 10 ml of methanol was held at reflux for 0.5 hours and was concentrated under vacuum to 80° (0.3 torr) to 2.72 g of oil, nD23.4° =1.5404.